Dataset: the Open Reaction Database (ORD), a public repository of structured organic reaction records. Task: describe an organic reaction: reactants, conditions, products, and yield Starting materials: [BH3-]C#N, CC(=O)O, CO, CC=O, CC(C)(C)OC(=O)NC1Cc2cccc(N)c2N(Cc2ccccc2)C1=O, [Na+]. Product: CCNc1cccc2c1N(Cc1ccccc1)C(=O)C(NC(=O)OC(C)(C)C)C2. As a reaction SMILES: [C:35]([BH3-:36])#[N:37].[CH3:31][C:32](=[O:33])[OH:34].[CH3:39][OH:40].[CH:28]([CH3:29])=[O:30].[NH2:1][c:2]1[cH:3][cH:4][cH:5][c:6]2[c:11]1[N:10]([CH2:12][c:13]1[cH:14][cH:15][cH:16][cH:17][cH:18]1)[C:9](=[O:19])[CH:8]([NH:20][C:21]([O:22][C:23]([CH3:24])([CH3:25])[CH3:26])=[O:27])[CH2:7]2.[Na+:38]>>[NH:1]([c:2]1[cH:3][cH:4][cH:5][c:6]2[c:11]1[N:10]([CH2:12][c:13]1[cH:14][cH:15][cH:16][cH:17][cH:18]1)[C:9](=[O:19])[CH:8]([NH:20][C:21]([O:22][C:23]([CH3:24])([CH3:25])[CH3:26])=[O:27])[CH2:7]2)[CH2:28][CH3:29]. Starting materials: O=C(c1ccc(Br)cc1)c1cccc([N+](=O)[O-])c1, CC(Cl)Cl, O, O=[N+]([O-])O, O=S(=O)(O)O. Product: O=C(c1cccc([N+](=O)[O-])c1)c1ccc(Br)c([N+](=O)[O-])c1. Reaction SMILES: [Br:1][c:2]1[cH:3][cH:4][c:5]([C:8](=[O:9])[c:10]2[cH:11][c:12]([N+:16](=[O:17])[O-:18])[cH:13][cH:14][cH:15]2)[cH:6][cH:7]1.[Cl:29][CH:30]([Cl:31])[CH3:32].[OH2:28].[OH:24][N+:25]([O-:26])=[O:27].[S:19](=[O:20])(=[O:21])([OH:22])[OH:23]>>[Br:1][c:2]1[cH:3][cH:4][c:5]([C:8](=[O:9])[c:10]2[cH:11][c:12]([N+:16](=[O:17])[O-:18])[cH:13][cH:14][cH:15]2)[cH:6][c:7]1[N+:25](=[O:24])[O-:26]. Reactants: C1(=CC=C(C=C1)N(C1=CC=2C3(C4=CC=CC=C4C2C=C1)C1=CC=CC=C1C=1C=CC=CC13)C1=CC=CC=C1)C1=CC=CC=C1 (N-(1,1′-biphenyl-4-yl)-N-phenyl-9,9′-spirobi[9H-fluoren]-2-amine), C1(=CC=CC=C1)C (toluene), BrN1C(CCC1=O)=O (N-bromosuccinimide). Solvent: C(C)(=O)OCC (ethyl acetate). Reaction conditions: time 25 hour. The product is C1(=CC=C(C=C1)N(C1=CC=2C3(C4=CC=CC=C4C2C=C1)C1=CC=CC=C1C=1C=CC=CC13)C1=CC=C(C=C1)Br)C1=CC=CC=C1 (N-(1,1′-biphenyl-4-yl)-N-(4-bromophenyl)-9,9′-spirobi[9H-fluoren]-2-amine). Yield: 84.3%. As a reaction SMILES: [C:1]1([C:39]2[CH:44]=[CH:43][CH:42]=[CH:41][CH:40]=2)[CH:6]=[CH:5][C:4]([N:7]([C:33]2[CH:38]=[CH:37][CH:36]=[CH:35][CH:34]=2)[C:8]2[CH:20]=[CH:19][C:18]3[C:17]4[C:12](=[CH:13][CH:14]=[CH:15][CH:16]=4)[C:11]4([C:32]5[CH:31]=[CH:30][CH:29]=[CH:28][C:27]=5[C:26]5[C:21]4=[CH:22][CH:23]=[CH:24][CH:25]=5)[C:10]=3[CH:9]=2)=[CH:3][CH:2]=1.C1(C)C=CC=CC=1.[Br:52]N1C(=O)CCC1=O>C(OCC)(=O)C>[C:1]1([C:39]2[CH:44]=[CH:43][CH:42]=[CH:41][CH:40]=2)[CH:2]=[CH:3][C:4]([N:7]([C:33]2[CH:34]=[CH:35][C:36]([Br:52])=[CH:37][CH:38]=2)[C:8]2[CH:20]=[CH:19][C:18]3[C:17]4[C:12](=[CH:13][CH:14]=[CH:15][CH:16]=4)[C:11]4([C:21]5[CH:22]=[CH:23][CH:24]=[CH:25][C:26]=5[C:27]5[C:32]4=[CH:31][CH:30]=[CH:29][CH:28]=5)[C:10]=3[CH:9]=2)=[CH:5][CH:6]=1. Procedure details: To a 100 mL three-neck flask were added 3.0 g (5.4 mmol) of N-(1,1′-biphenyl-4-yl)-N-phenyl-9,9′-spirobi[9H-fluoren]-2-amine, 20 mL of toluene, and 40 mL of ethyl acetate. To the solution was added 0.93 g (5.2 mmol) of N-bromosuccinimide (abbreviation: NBS), and the mixture was stirred for 25 hours. After the stirring, the mixture was washed with water and a saturated aqueous solution of sodium hydrogen carbonate, and then the organic layer was dried over magnesium sulfate. This mixture was sepa...